From a dataset of the Open Reaction Database (ORD), a public repository of structured organic reaction records. describe an organic reaction: reactants, conditions, products, and yield The product is Cl.CC(CC1=CC(=C2C(N3[C@H](C2=C1)CNCC3)=O)C(F)(F)F)C ((R)-1,3,4,10b-tetrahydro-9-(2-methylpropyl)-7-trifluoromethyl-pyrazino[2,1-a]isoindol-6(2H)-one hydrochloric acid salt). Starting materials: C(C)(C)(C)OC(=O)N1C[C@@H]2N(C(C3=C(C=C(C=C23)CC(C)C)C(F)(F)F)=O)CC1 (N-(t-butoxycarbonyl)-(R)-1,3,4,10b-tetrahydro-9-(2-methylpropyl)-7-trifluoromethyl-pyrazino[2,1-a]isoindol-6(2H)-one), Cl (hydrochloric acid), white solid. Reaction conditions: time 1 hour. Reaction SMILES: C(OC([N:8]1[CH2:29][CH2:28][N:11]2[C:12](=[O:27])[C:13]3[C:18]([C@@H:10]2[CH2:9]1)=[CH:17][C:16]([CH2:19][CH:20]([CH3:22])[CH3:21])=[CH:15][C:14]=3[C:23]([F:26])([F:25])[F:24])=O)(C)(C)C.[ClH:30]>CCOCC.O>[ClH:30].[CH3:21][CH:20]([CH3:22])[CH2:19][C:16]1[CH:17]=[C:18]2[C:13]([C:12](=[O:27])[N:11]3[CH2:28][CH2:29][NH:8][CH2:9][C@H:10]32)=[C:14]([C:23]([F:25])([F:24])[F:26])[CH:15]=1 |f:4.5|. The solvent is O (water), CCOCC (ether). Procedure details: To a stirring solution of N-(t-butoxycarbonyl)-(R)-1,3,4,10b-tetrahydro-9-(2-methylpropyl)-7-trifluoromethyl-pyrazino[2,1-a]isoindol-6(2H)-one (25 mg, 0.06 mmol) in dry ether (2 mL) was added hydrochloric acid (1 mL). The reaction was stirred for 1 h and then conc. in vacuo to a white solid. The solid was dissolved in water and lyophilized to 16 mg of a white solid. MS (ESI) 313 (M−Cl). Reactants: IC1=CC=C(C=C1)C(C)=O (4′-iodoacetophenone), BrC1=CC=C(C=C1)C(C)=O (4′-bromo acetophenone), [OH-].[Cs+] (cesium hydroxide). The product is OC1=CC=C(C=C1)C(C)=O (4′-Hydroxyacetophenone). RXN SMILES: I[C:2]1[CH:7]=[CH:6][C:5]([C:8](=[O:10])[CH3:9])=[CH:4][CH:3]=1.BrC1C=CC(C(=[O:20])C)=CC=1.[OH-].[Cs+]>>[OH:20][C:2]1[CH:7]=[CH:6][C:5]([C:8](=[O:10])[CH3:9])=[CH:4][CH:3]=1 |f:2.3|. Reported procedure: Following general operating mode A, 4′-iodoacetophenone or 4′-bromo acetophenone (246 mg or 199 mg, 1.0 mmol) were reacted with cesium hydroxide at respectively 110 or 130° C. to afford the expected product in the form of a white solid at respective yields of 90% and 84% (eluant: ethyl acetate/heptane 20:80).